From a dataset of the Open Reaction Database (ORD), a public repository of structured organic reaction records. describe an organic reaction: reactants, conditions, products, and yield Starting materials: BrC(C(=O)C1=CC=C(C=C1)OC)CC1=CC=C(C=C1)F (2-bromo-3-(4-fluoro-phenyl)-1-(4-methoxy-phenyl)-propan-1-one), NC(=S)N (thiourea), C(C)(=O)[O-].[Na+] (sodium acetate), ( 12 ). Reaction conditions: time 8 hour. Yields the product FC1=CC=C(CC2=C(N=C(S2)N)C2=CC=C(C=C2)OC)C=C1 (5-(4-fluoro-benzyl)-4-(4-methoxy-phenyl)-thiazol-2-ylamine). The yield is 81.9%. As a reaction SMILES: Br[CH:2]([CH2:13][C:14]1[CH:19]=[CH:18][C:17]([F:20])=[CH:16][CH:15]=1)[C:3]([C:5]1[CH:10]=[CH:9][C:8]([O:11][CH3:12])=[CH:7][CH:6]=1)=O.[NH2:21][C:22]([NH2:24])=[S:23].C([O-])(=O)C.[Na+]>>[F:20][C:17]1[CH:18]=[CH:19][C:14]([CH2:13][C:2]2[S:23][C:22]([NH2:24])=[N:21][C:3]=2[C:5]2[CH:10]=[CH:9][C:8]([O:11][CH3:12])=[CH:7][CH:6]=2)=[CH:15][CH:16]=1 |f:2.3|. Procedure details: A procedure similar to step 5 of Example 6 was used. 2-bromo-3-(4-fluoro-phenyl)-1-(4-methoxy-phenyl)-propan-1-one prepared in the step 3, thiourea and anhydrous sodium acetate were used as starting materials, refluxed for 2 hours, hold overnight, filtered, washed with water, and dried to obtain a product. A single spot was shown by TLC. The product was not further purified. The product was a white solid in a yield of 81.9%, mp: 199-201 └. 1H-NMR (DMSO-d6, 400 MHz) δ: 3.76 (3H, s, OCH3), 4.03 (2... Starting materials: C1C(=O)COC1=O (tetronic acid), O[C@@H]1C(OC2=C([C@H]1OC1=CC(CC1)=O)C=C(C=C2)C#N)(C)C (trans-3,4-dihydro-3-hydroxy-2,2-dimethyl-4-(3-oxo-1-cyclopent-1-enyloxy)-2H-1-benzopyran-6-carbonitrile), [H-].[Na+] (sodium hydride), borontrifluoride-diethyletherate. Solvent: O1CCCC1 (tetrahydrofurane). The product is O[C@@H]1C(OC2=C([C@H]1OC1=CC(OC1)=O)C=C(C=C2)C#N)(C)C (trans-3,4-dihydro-3-hydroxy-2,2-dimethyl-4-[2-oxofuran-4(5H)-yloxy]-2H-1-benzopyran-6-carbonitrile). RXN SMILES: [CH2:1]1[C:6](=[O:7])[O:5][CH2:4][C:2]1=[O:3].[OH:8][C@H:9]1[C@H:14](OC2CCC(=O)C=2)[C:13]2[CH:22]=[C:23]([C:26]#[N:27])[CH:24]=[CH:25][C:12]=2[O:11][C:10]1([CH3:29])[CH3:28].[H-].[Na+]>O1CCCC1>[OH:8][C@H:9]1[C@H:14]([O:3][C:2]2[CH2:4][O:5][C:6](=[O:7])[CH:1]=2)[C:13]2[CH:22]=[C:23]([C:26]#[N:27])[CH:24]=[CH:25][C:12]=2[O:11][C:10]1([CH3:29])[CH3:28] |f:2.3|. Procedure: 601 mg of tetronic acid and 1.01 g of the epoxide of example 1 are reacted analogously to example 6 with 180 mg of sodium hydride (80%) and 747 mg of borontrifluoride-diethyletherate in tetrahydrofurane. Usual work up yields white crystalls of the title compound. m.p. 111°-114° C. (dichloromethane/ether) Starting materials: C(C)(C)NC(=S)N (isopropylthiourea), BrCC(C(=O)OCC)=O (ethyl bromopyruvate). The solvent is C(C)O (ethanol). Product: C(C)(C)NC=1SC=C(N1)C(=O)OCC (Ethyl 2-isopropylaminothiazole-4-carboxylate). Reaction SMILES: [CH:1]([NH:4][C:5]([NH2:7])=[S:6])([CH3:3])[CH3:2].Br[CH2:9][C:10](=O)[C:11]([O:13][CH2:14][CH3:15])=[O:12]>C(O)C>[CH:1]([NH:4][C:5]1[S:6][CH:9]=[C:10]([C:11]([O:13][CH2:14][CH3:15])=[O:12])[N:7]=1)([CH3:3])[CH3:2]. Procedure details: The reaction described in Preparation 42 was repeated, but using 3.7 g of isopropylthiourea, 7.4 g of ethyl bromopyruvate and 50 ml of ethanol, giving the title compound as a pale yellow oil. Starting materials: N12C[C@@H](C(CC1)CC2)O ((R)-quinuclidin-3-ol), Cl.N1(CCCCC1)C(C(=O)O)C1=CC=C(C=C1)C (2-(Piperidin-1-yl)-2-p-tolylacetic acid hydrochloride), C1CCC(CC1)N=C=NC2CCCCC2 (DCC), C=1C=CC2=C(C1)N=NN2O (HOBT). Solvent: C1CCOC1 (THF). Reaction conditions: time 16 hour. Product: N1(CCCCC1)C(C(=O)O[C@H]1CN2CCC1CC2)C2=CC=C(C=C2)C ((R)-quinuclidin-3-yl 2-(piperidin-1-yl)-2-p-tolylacetate). Isolated yield 54.8%. RXN SMILES: Cl.[N:2]1([CH:8]([C:12]2[CH:17]=[CH:16][C:15]([CH3:18])=[CH:14][CH:13]=2)[C:9]([OH:11])=[O:10])[CH2:7][CH2:6][CH2:5][CH2:4][CH2:3]1.C1CCC(N=C=NC2CCCCC2)CC1.C1C=CC2N(O)N=NC=2C=1.[N:44]12[CH2:51][CH2:50][CH:47]([CH2:48][CH2:49]1)[C@@H:46](O)[CH2:45]2>C1COCC1>[N:2]1([CH:8]([C:12]2[CH:17]=[CH:16][C:15]([CH3:18])=[CH:14][CH:13]=2)[C:9]([O:11][C@@H:46]2[CH:47]3[CH2:50][CH2:51][N:44]([CH2:49][CH2:48]3)[CH2:45]2)=[O:10])[CH2:3][CH2:4][CH2:5][CH2:6][CH2:7]1 |f:0.1|. Procedure details: 2-(Piperidin-1-yl)-2-p-tolylacetic acid hydrochloride (242 mg, 0.90 mmol), DCC (370 mg, 1.79 mmol) and HOBT (275 mg, 1.79 mmol) were dissolved in dry THF (10 ml). (R)-quinuclidin-3-ol (342 mg, 2.69 mmol) was added and the mixture was stirred at room temperature for 16 hours. THF was evaporated and the residue was taken up with EtOAc and washed with sat. NaHCO3, water and brine. The organic layer was recovered, dried over Na2SO4, filtered and evaporated. The crude was purified by flash chromatogr... The reactants are FC1=C(C=CC(=C1)C)C(=C(C=O)C1=NN=NN1C)C1=C(C=C(C=C1)C)F (3,3-bis(2-fluoro-4-methylphenyl)-2-(1-methyl-1H-tetrazol-5-yl)-2-propenal), C1(=CC=CC=C1)P(C1=CC=CC=C1)(C1=CC=CC=C1)=CC=O (triphenylphosphoranylidene acetaldehyde). Solvent: C1=CC=CC=C1 (benzene). Product: FC1=C(C=CC(=C1)C)C(=C(C=CC=O)C1=NN=NN1C)C1=C(C=C(C=C1)C)F (5,5-Bis(2-fluoro-4-methylphenyl)-4-(1-methyl-1H-tetrazol-5-yl)-2,4-pentadienal). Yield: 89.9%. As a reaction SMILES: [F:1][C:2]1[CH:7]=[C:6]([CH3:8])[CH:5]=[CH:4][C:3]=1[C:9]([C:19]1[CH:24]=[CH:23][C:22]([CH3:25])=[CH:21][C:20]=1[F:26])=[C:10]([C:13]1[N:17]([CH3:18])[N:16]=[N:15][N:14]=1)[CH:11]=O.C1(P(=[CH:46][CH:47]=[O:48])(C2C=CC=CC=2)C2C=CC=CC=2)C=CC=CC=1>C1C=CC=CC=1>[F:1][C:2]1[CH:7]=[C:6]([CH3:8])[CH:5]=[CH:4][C:3]=1[C:9]([C:19]1[CH:24]=[CH:23][C:22]([CH3:25])=[CH:21][C:20]=1[F:26])=[C:10]([C:13]1[N:17]([CH3:18])[N:16]=[N:15][N:14]=1)[CH:11]=[CH:46][CH:47]=[O:48]. Reported procedure: A solution of 3,3-bis(2-fluoro-4-methylphenyl)-2-(1-methyl-1H-tetrazol-5-yl)-2-propenal (1.35 g, 3.8 mmoles) and triphenylphosphoranylidene acetaldehyde (1.16 g, 3.8 mmoles) in benzene was heated at reflux for 3 hours. The solvent was removed and the residue purified by column chromatography on silica gel eluting with 1% (v/v) methanol in methylene chloride. The fractions containing material having Rf =0.9 [methanol-methylene chloride; 1:20 (v/v)] were combined and concentrated to give 1.3 g of ... The reactants are O=C1NC=2C(=CC=3C=C(NC3C2)C(=O)O)N1 (2-oxo-1,2,3,5-tetrahydro-imidazo[4,5-f]indole-6-carboxylic acid), C(C1=CC=CC=C1)C1CCNCC1 (4-benzylpiperidine). The solvent is C(C)#N (acetonitrile). Yields the product C(C1=CC=CC=C1)C1CCN(CC1)C(=O)C=1NC=2C=C3C(=CC2C1)NC(N3)=O (6-(4-Benzylpiperidin-1-carbonyl)-3,5-dihydro-1H-imidazo[4,5-f]indole-2-one). RXN SMILES: [O:1]=[C:2]1[NH:16][C:5]2=[CH:6][C:7]3[CH:8]=[C:9]([C:13]([OH:15])=O)[NH:10][C:11]=3[CH:12]=[C:4]2[NH:3]1.[CH2:17]([CH:24]1[CH2:29][CH2:28][NH:27][CH2:26][CH2:25]1)[C:18]1[CH:23]=[CH:22][CH:21]=[CH:20][CH:19]=1>C(#N)C>[CH2:17]([CH:24]1[CH2:29][CH2:28][N:27]([C:13]([C:9]2[NH:10][C:11]3[CH:12]=[C:4]4[NH:3][C:2](=[O:1])[NH:16][C:5]4=[CH:6][C:7]=3[CH:8]=2)=[O:15])[CH2:26][CH2:25]1)[C:18]1[CH:23]=[CH:22][CH:21]=[CH:20][CH:19]=1. Reported procedure: The title compound is prepared from 2-oxo-1,2,3,5-tetrahydro-imidazo[4,5-f]indole-6-carboxylic acid and 4-benzylpiperidine according to the method described in Example 1/c. Mp.: >270° C. (acetonitrile). The reactants are CI, COC(=O)C1CN(c2ccc(=O)[nH]n2)CC1c1ccc(Cl)cc1, CN(C)C=O. Product: COC(=O)C1CN(c2ccc(=O)n(C)n2)CC1c1ccc(Cl)cc1. Reaction SMILES: [CH3:24][I:25].[Cl:1][c:2]1[cH:3][cH:4][c:5]([CH:8]2[CH:9]([C:20](=[O:21])[O:22][CH3:23])[CH2:10][N:11]([c:13]3[n:14][nH:15][c:16](=[O:19])[cH:17][cH:18]3)[CH2:12]2)[cH:6][cH:7]1.[O:26]=[CH:27][N:28]([CH3:29])[CH3:30]>>[Cl:1][c:2]1[cH:3][cH:4][c:5]([CH:8]2[CH:9]([C:20](=[O:21])[O:22][CH3:23])[CH2:10][N:11]([c:13]3[n:14][n:15]([CH3:24])[c:16](=[O:19])[cH:17][cH:18]3)[CH2:12]2)[cH:6][cH:7]1. The reactants are ClC(Cl)(Br)C(Cl)(Cl)Br, C1CCOC1, CN(C)CCN(C)C, [Li]CCCC, CC1CCCN(C)C1(C)C, COc1nc2c(cc1F)c(=O)cc(Nc1ccccc1)n2-c1ccccc1, O. The product is COc1nc2c(c(Br)c1F)c(=O)cc(Nc1ccccc1)n2-c1ccccc1. Reaction SMILES: [Br:51][C:52]([Cl:53])([Cl:54])[C:55]([Cl:56])([Cl:57])[Br:58].[CH2:59]1[O:60][CH2:61][CH2:62][CH2:63]1.[CH3:11][N:12]([CH3:13])[CH2:14][CH2:15][N:16]([CH3:17])[CH3:18].[CH3:19][CH2:20][CH2:21][CH2:22][Li:23].[CH3:1][CH:2]1[CH2:3][CH2:4][CH2:5][N:6]([CH3:7])[C:8]1([CH3:9])[CH3:10].[NH:24]([c:25]1[cH:26][cH:27][cH:28][cH:29][cH:30]1)[c:31]1[n:32](-[c:45]2[cH:46][cH:47][cH:48][cH:49][cH:50]2)[c:33]2[n:34][c:35]([O:43][CH3:44])[c:36]([F:42])[cH:37][c:38]2[c:39](=[O:41])[cH:40]1.[OH2:64]>>[NH:24]([c:25]1[cH:26][cH:27][cH:28][cH:29][cH:30]1)[c:31]1[n:32](-[c:45]2[cH:46][cH:47][cH:48][cH:49][cH:50]2)[c:33]2[n:34][c:35]([O:43][CH3:44])[c:36]([F:42])[c:37]([Br:51])[c:38]2[c:39](=[O:41])[cH:40]1.